From a dataset of the Open Reaction Database (ORD), a public repository of structured organic reaction records. describe an organic reaction: reactants, conditions, products, and yield Run in O1CCCC1 (tetrahydrofuran). Reported procedure: To a dry 50 mL glass vial equipped with magnetic stirrer, and nitrogen inlet, was charged 0.5 g (0.00170 moles) of 5-(1-methylthioethyl)-2-trifluoromethylnicotinic acid ethyl ester, and 10 mL of tetrahydrofuran (THF). The solution was cooled to about 0° C. and 5.1 mL of 1N aqueous lithium hydroxide solution (0.00511 moles) was added slowly via syringe. The reaction was stirred at 0° C. for 1 hour, then overnight at ambient temperature. An aliquot was analyzed by thin layer chromatography (TLC) a... Isolated yield 90.9%. The product is CSC(C)C=1C=NC(=C(C(=O)O)C1)C(F)(F)F (5-(1-Methylthioethyl)-2-trifluoromethyl-nicotinic acid). Starting materials: glass, C(C)OC(C1=C(N=CC(=C1)C(C)SC)C(F)(F)F)=O (5-(1-methylthioethyl)-2-trifluoromethylnicotinic acid ethyl ester), Cl (hydrochloric acid), [OH-].[Li+] (lithium hydroxide). Conditions: temperature 0 celsius, time 1 hour. Reaction SMILES: C([O:3][C:4](=[O:19])[C:5]1[CH:10]=[C:9]([CH:11]([S:13][CH3:14])[CH3:12])[CH:8]=[N:7][C:6]=1[C:15]([F:18])([F:17])[F:16])C.[OH-].[Li+].Cl>O1CCCC1>[CH3:14][S:13][CH:11]([C:9]1[CH:8]=[N:7][C:6]([C:15]([F:18])([F:17])[F:16])=[C:5]([CH:10]=1)[C:4]([OH:19])=[O:3])[CH3:12] |f:1.2|.